From a dataset of the Open Reaction Database (ORD), a public repository of structured organic reaction records. describe an organic reaction: reactants, conditions, products, and yield The reactants are CN(C)C=O, Clc1cccc(Cl)c1CBr, [H-], [Na+], O, Cc1ccc2cccc(O)c2n1. Yields the product Cc1ccc2cccc(OCc3c(Cl)cccc3Cl)c2n1. RXN SMILES: [CH3:3][N:4]([CH3:5])[CH:6]=[O:7].[Cl:20][c:21]1[c:22]([CH2:23][Br:24])[c:25]([Cl:29])[cH:26][cH:27][cH:28]1.[H-:1].[Na+:2].[OH2:30].[OH:8][c:9]1[cH:10][cH:11][cH:12][c:13]2[cH:14][cH:15][c:16]([CH3:19])[n:17][c:18]12>>[O:8]([c:9]1[cH:10][cH:11][cH:12][c:13]2[cH:14][cH:15][c:16]([CH3:19])[n:17][c:18]12)[CH2:23][c:22]1[c:21]([Cl:20])[cH:28][cH:27][cH:26][c:25]1[Cl:29]. Starting materials: C(#N)C1CCN(CC1)C(=O)OC(C)(C)C (tert-butyl 4-cyanopiperidine-1-carboxylate), BrCC1CC1 ((bromomethyl)cyclopropane), [NH4+].[Cl-] (NH4Cl), C[Si](C)(C)[N-][Si](C)(C)C.[K+] (KHMDS), solution. Run in C1CCOC1 (THF). Run at time 30 minute. Yields the product C(#N)C1(CCN(CC1)C(=O)OC(C)(C)C)CC1CC1 (tert-butyl 4-cyano-4-(cyclopropyl-methyl)piperidine-1-carboxylate). Reaction SMILES: [C:1]([CH:3]1[CH2:8][CH2:7][N:6]([C:9]([O:11][C:12]([CH3:15])([CH3:14])[CH3:13])=[O:10])[CH2:5][CH2:4]1)#[N:2].C[Si]([N-][Si](C)(C)C)(C)C.[K+].Br[CH2:27][CH:28]1[CH2:30][CH2:29]1.[NH4+].[Cl-]>C1COCC1>[C:1]([C:3]1([CH2:27][CH:28]2[CH2:30][CH2:29]2)[CH2:8][CH2:7][N:6]([C:9]([O:11][C:12]([CH3:15])([CH3:14])[CH3:13])=[O:10])[CH2:5][CH2:4]1)#[N:2] |f:1.2,4.5|. Procedure: A solution of tert-butyl 4-cyanopiperidine-1-carboxylate I-1 (1.0 g, 4.8 mmol) in THF (20 mL) at room temperature was treated with KHMDS (9.6 mL of a 1.0 M solution in TBF, 9.6 mmol). After 30 min, (bromomethyl)cyclopropane (0.47 mL, 4.8 mmol) was added dropwise and the mixture was stirred until LCMS indicated the reaction was complete. The reaction mixture was poured into saturated aqueous NH4Cl (50 nil) and extracted with EtOAc (3×50 mL), and the combined organic extracts were dried (Na2SO4) a... The reactants are BrCC=Cc1ncn(C(c2ccccc2)(c2ccccc2)c2ccccc2)n1, CCCC[N+](CCCC)(CCCC)CCCC, ClCCl, [F-]. Product: FCC=Cc1ncn(C(c2ccccc2)(c2ccccc2)c2ccccc2)n1. RXN SMILES: [Br:1][CH2:2][CH:3]=[CH:4][c:5]1[n:6][n:7]([C:10]([c:11]2[cH:12][cH:13][cH:14][cH:15][cH:16]2)([c:17]2[cH:18][cH:19][cH:20][cH:21][cH:22]2)[c:23]2[cH:24][cH:25][cH:26][cH:27][cH:28]2)[cH:8][n:9]1.[CH3:30][CH2:31][CH2:32][CH2:33][N+:34]([CH2:35][CH2:36][CH2:37][CH3:38])([CH2:39][CH2:40][CH2:41][CH3:42])[CH2:43][CH2:44][CH2:45][CH3:46].[Cl:47][CH2:48][Cl:49].[F-:29]>>[CH2:2]([CH:3]=[CH:4][c:5]1[n:6][n:7]([C:10]([c:11]2[cH:12][cH:13][cH:14][cH:15][cH:16]2)([c:17]2[cH:18][cH:19][cH:20][cH:21][cH:22]2)[c:23]2[cH:24][cH:25][cH:26][cH:27][cH:28]2)[cH:8][n:9]1)[F:29]. The reactants are CS(=O)(=O)N(C1=C(C=CC=C1)C1=CC=C2C=NC(=NN21)OS(=O)(=O)C(F)(F)F)C (Trifluoro-methanesulfonic acid 7-[2-(methanesulfonyl-methyl-amino)-phenyl]-pyrrolo[2,1-f][1,2,4]triazin-2-yl ester), C(C)(C)N(C(C)C)CC (N,N-Diisopropylethylamine), COC1=C(C=CC(=C1)CN1CCN(CC1)C)N (2-Methoxy-4-(4-methyl-piperazin-1-ylmethyl)-phenylamine), COCC(C)O (1-Methoxy-2-propanol). Conditions: temperature 120 celsius. Yields the product COC1=C(C=CC(=C1)CN1CCN(CC1)C)NC1=NN2C(C=N1)=CC=C2C2=C(C=CC=C2)N(S(=O)(=O)C)C (N-(2-{2-[2-Methoxy-4-(4-methyl-piperazin-1-ylmethyl)-phenylamino]-pyrrolo[2,1-f][1,2,4]triazin-7-yl}-phenyl)-N-methyl-methanesulfonamide). Isolated yield 30.0%. As a reaction SMILES: [CH3:1][S:2]([N:5]([CH3:29])[C:6]1[CH:11]=[CH:10][CH:9]=[CH:8][C:7]=1[C:12]1[N:20]2[C:15]([CH:16]=[N:17][C:18](OS(C(F)(F)F)(=O)=O)=[N:19]2)=[CH:14][CH:13]=1)(=[O:4])=[O:3].C(N(CC)C(C)C)(C)C.[CH3:39][O:40][C:41]1[CH:46]=[C:45]([CH2:47][N:48]2[CH2:53][CH2:52][N:51]([CH3:54])[CH2:50][CH2:49]2)[CH:44]=[CH:43][C:42]=1[NH2:55].COCC(O)C>>[CH3:39][O:40][C:41]1[CH:46]=[C:45]([CH2:47][N:48]2[CH2:53][CH2:52][N:51]([CH3:54])[CH2:50][CH2:49]2)[CH:44]=[CH:43][C:42]=1[NH:55][C:18]1[N:17]=[CH:16][C:15]2=[CH:14][CH:13]=[C:12]([C:7]3[CH:8]=[CH:9][CH:10]=[CH:11][C:6]=3[N:5]([CH3:29])[S:2]([CH3:1])(=[O:4])=[O:3])[N:20]2[N:19]=1. Procedure: Into a 8-dram vial, Trifluoro-methanesulfonic acid 7-[2-(methanesulfonyl-methyl-amino)-phenyl]-pyrrolo[2,1-f][1,2,4]triazin-2-yl ester (89 mg, 0.20 mmol), N,N-Diisopropylethylamine (0.0757 mL, 0.435 mmol), 2-Methoxy-4-(4-methyl-piperazin-1-ylmethyl)-phenylamine and 1-Methoxy-2-propanol (0.71 mL) were added. The reaction mixture was heated at 120° C. for 6 hours. The solvent was removed under vacuum. The reaction mixture was purified via HPLC reverse phase chromatography with 0.1% TFA in Water an... Reactants: CC1=CC=C(C=C1)S(=O)O (4-methylbenzenesulfinic acid), COC=1C=C(C=O)C=C(C1OC)OC (3,4,5-trimethoxybenzaldehyde), C12(C(=O)CC(CC1)C2(C)C)CS(=O)(=O)O (camphorsulfonic acid), C(=O)N (formamide). The product is CC1=CC=C(C=C1)S(=O)(=O)N(C=O)CC1=CC(=C(C(=C1)OC)OC)OC (((4-methylphenyl)sulfonyl)(3,4,5-trimethoxyphenyl)methylformamide). As a reaction SMILES: [CH3:1][C:2]1[CH:7]=[CH:6][C:5]([S:8]([OH:10])=[O:9])=[CH:4][CH:3]=1.[CH3:11][O:12][C:13]1[CH:14]=[C:15]([CH:18]=[C:19]([O:23][CH3:24])[C:20]=1[O:21][CH3:22])[CH:16]=O.C12(CS(O)(=O)=O)C(C)(C)C(CC1)CC2=O.[CH:40]([NH2:42])=[O:41]>>[CH3:1][C:2]1[CH:7]=[CH:6][C:5]([S:8]([N:42]([CH2:16][C:15]2[CH:14]=[C:13]([O:12][CH3:11])[C:20]([O:21][CH3:22])=[C:19]([O:23][CH3:24])[CH:18]=2)[CH:40]=[O:41])(=[O:10])=[O:9])=[CH:4][CH:3]=1. Procedure details: A mixture of Example 1A (22.3 g, 0.15 mol), 3,4,5-trimethoxybenzaldehyde (35.32 g, 0.18 mol), and camphorsulfonic acid (3.48 g, 15 mmol) in formamide (40 mL) was stirred vigorously at 65° C. for 16 hours, cooled to room temperature, and filtered. The resulting solid was washed several times with methanol and dried to provide 13.4 g of the desired compound. Starting materials: C(C)OP(=O)(OCC)C=1C=C(SC1)C=1SC=CC1P(=O)(OCC)OCC (4,3′-bis(diethoxyphosphoryl)-[2,2′]-bithiophene), IN1C(CCC1=O)=O (N-iodosuccinimide), S(=S)(=O)([O-])[O-].[Na+].[Na+] (sodium thiosulfate). Run in C(Cl)(Cl)Cl (chloroform), C(C)(=O)O (acetic acid). Run at time 8 hour. Yields the product C(C)OP(=O)(OCC)C=1C=C(SC1)C=1SC(=CC1P(=O)(OCC)OCC)I (4,3′-bis(diethoxyphosphoryl)-5′-iodo-[2,2′]-bithiophene). Yield: 78.0%. RXN SMILES: [CH2:1]([O:3][P:4]([C:9]1[CH:10]=[C:11]([C:14]2[S:15][CH:16]=[CH:17][C:18]=2[P:19]([O:24][CH2:25][CH3:26])([O:21][CH2:22][CH3:23])=[O:20])[S:12][CH:13]=1)([O:6][CH2:7][CH3:8])=[O:5])[CH3:2].[I:27]N1C(=O)CCC1=O.S([O-])([O-])(=O)=S.[Na+].[Na+]>C(Cl)(Cl)Cl.C(O)(=O)C>[CH2:7]([O:6][P:4]([C:9]1[CH:10]=[C:11]([C:14]2[S:15][C:16]([I:27])=[CH:17][C:18]=2[P:19]([O:21][CH2:22][CH3:23])([O:24][CH2:25][CH3:26])=[O:20])[S:12][CH:13]=1)([O:3][CH2:1][CH3:2])=[O:5])[CH3:8] |f:2.3.4|. Reported procedure: In a mixed solvent of chloroform and acetic acid at 1:1, 0.0877 g (0.2 mmols) of 4,3′-bis(diethoxyphosphoryl)-[2,2′]-bithiophene was dissolved, to which 0.2250 g (1.0 mmol) of commercially available N-iodosuccinimide was added at room temperature. Thereafter, the reaction mixture was stirred at room temperature for 8 hours. After the reaction, a sodium thiosulfate aqueous solution was added, followed by extraction with chloroform. The organic phase was washed with a 0.2 N sodium hydroxide aqueou... Reactants: C(=O)(O)\C=C\1/CN(CCC1O)C(C1=CC=CC=C1)(C1=CC=CC=C1)C1=CC=CC=C1 ((E)-3-carboxymethylidene-4-hydroxy-1-triphenylmethylpiperidine), Cl (Hydrogen chloride). Solvent: C(CCC)O (1-butanol). Conditions: temperature 60 celsius, time 1 hour. Yields the product Cl.C(CCC)OC(=O)\C=C\1/CNCCC1O ((E)-3-butoxycarbonylmethylidene-4-hydroxypiperidine hydrochloride). Isolated yield 100.0%. Reaction SMILES: [C:1](/[CH:4]=[C:5]1\[CH2:6][N:7](C(C2C=CC=CC=2)(C2C=CC=CC=2)C2C=CC=CC=2)[CH2:8][CH2:9][CH:10]\1[OH:11])([OH:3])=[O:2].[ClH:31]>C(O)CCC>[ClH:31].[CH2:1]([O:3][C:1](/[CH:4]=[C:5]1\[CH2:6][NH:7][CH2:8][CH2:9][CH:10]\1[OH:11])=[O:2])[CH2:4][CH2:5][CH3:10] |f:3.4|. Procedure: 50 ml of 1-butanol were added to 5.44 g (13.6 mmol) of (E)-3-carboxymethylidene-4-hydroxy-1-triphenylmethylpiperidine. Hydrogen chloride gas was blown through the resulting mixture, followed by stirring at 60° C. for 1 hour. After completion of the reaction, the solvent was distilled off under reduced pressure. The residue was washed with toluene, whereby 3.43 g (yield: 100%) of (E)-3-butoxycarbonylmethylidene-4-hydroxypiperidine hydrochloride were obtained as a white solid. Starting materials: CC(=O)O (AcOH), [BH3-]C#N.[Na+] (NaCNBH3), FC1=C2CCC(C2=CC(=C1)F)(C=O)NC(OC(C)(C)C)=O (tert-butyl (4,6-difluoro-1-formyl-2,3-dihydro-1H-inden-1-yl)carbamate), FC=1C=C(C=C(C1)F)[C@@H]1CNC2(CCCC2)C(N1CC(=O)OCC)=O (ethyl [(8R)-8-(3,5-difluorophenyl)-10-oxo-6,9-diazaspiro[4.5]dec-9-yl]acetate), FC=1C=C(C=C(C1)F)[C@@H]1CNC2(CCCC2)C(N1CC(=O)OCC)=O (ethyl [(8R)-8-(3,5-difluorophenyl)-10-oxo-6,9-diazaspiro[4.5]dec-9-yl]acetate), CC(=O)O (AcOH), CO (MeOH). Run at time 20 minute. The product is C(C)(C)(C)OC(=O)NC1(CCC2=C(C=C(C=C12)F)F)CNC1(CCCC1)C(=O)OC (Methyl 1-[({1-[(tert-butoxycarbonyl)amino]-4,6-difluoro-2,3-dihydro-1H-inden-1-yl}methyl)amino]cyclopentanecarboxylate). Reaction SMILES: [F:1][C:2]1[CH:10]=[C:9]([F:11])[CH:8]=[C:7]2[C:3]=1[CH2:4][CH2:5][C:6]2([NH:14][C:15](=[O:21])[O:16][C:17]([CH3:20])([CH3:19])[CH3:18])C=O.F[C:23]1[CH:24]=C([C@H]2N(CC(OCC)=O)C(=O)C3(CCCC3)NC2)C=[C:27](F)[CH:28]=1.[CH3:47][C:48]([OH:50])=[O:49].[BH3-][C:52]#[N:53].[Na+].[CH3:55]O>>[C:17]([O:16][C:15]([NH:14][C:6]1([CH2:52][NH:53][C:47]2([C:48]([O:50][CH3:55])=[O:49])[CH2:27][CH2:28][CH2:23][CH2:24]2)[C:7]2[C:3](=[C:2]([F:1])[CH:10]=[C:9]([F:11])[CH:8]=2)[CH2:4][CH2:5]1)=[O:21])([CH3:19])([CH3:18])[CH3:20] |f:3.4|. Procedure details: A mixture of tert-butyl (4,6-difluoro-1-formyl-2,3-dihydro-1H-inden-1-yl)carbamate from Step F (890 mg, 2.99 mmol), methyl 1-aminocyclopentanecarboxylate (4.25 g, 29.7 mmol, described in Intermediate 25), and AcOH (2.10 mL, 36.7 mmol) in MeOH (32 mL) was stirred at ambient temperature for 20 min. NaCNBH3 (405 mg, 6.44 mmol) was added and the pH of the mixture was checked and adjusted to pH ˜5 as necessary by addition of AcOH. The reaction mixture was stirred at ambient temperature for 23 h, then...